This data is from the Open Reaction Database (ORD), a public repository of structured organic reaction records. The task is: describe an organic reaction: reactants, conditions, products, and yield Product: C(C)OC=1C(=CC=2C(C[C@H]3[C@@H]4CC[C@@H]([C@@]4(C)CC[C@@H]3C2C1)OC(C)=O)=O)OC(C)=O (2-Ethoxy-3,17β-Diacetoxy-6-Oxoestra-1,3,5(10)-triene). Reagents/catalysts: [O-2].[O-2].[O-2].[Cr+6] (chromium trioxide). Run at temperature 15 celsius, time 35 minute. The reactants are C(C)OC=1C(=CC=2CC[C@H]3[C@@H]4CC[C@@H]([C@@]4(C)CC[C@@H]3C2C1)OC(C)=O)OC(C)=O (2-Ethoxy-3,17β-Diacetyloxyestra-1,3,5(10)-Triene), C(C)(=O)O (acetic acid), C(C)(=O)O (acetic acid). Reported procedure: A solution of chromium trioxide (1.6 g, 16 mmol) in 90% glacial acetic acid (7.5 mL) was added dropwise at 15° C. to a solution of 2-ethoxy-3,17β-diacetyl derivative (5), (1.5 g, 3.7 mmol) in glacial acetic acid (12 mL). The resulting mixture was stirred at 15° C. for 35 min. The mixiure was poured onto ice-water mixture (150 mL) and compound was extracted into ethyl acetate (3×180 mL). The combined organic layer was washed with water (100 mL), NaHCO3 solution (100 mL), water (100 mL), brine (10... Yield: 55.0%. Reaction SMILES: [CH2:1]([O:3][C:4]1[C:5]([O:26][C:27](=[O:29])[CH3:28])=[CH:6][C:7]2[CH2:8][CH2:9][C@@H:10]3[C@@H:19]([C:20]=2[CH:21]=1)[CH2:18][CH2:17][C@@:15]1([CH3:16])[C@H:11]3[CH2:12][CH2:13][C@@H:14]1[O:22][C:23](=[O:25])[CH3:24])[CH3:2].C(O)(=[O:32])C>[O-2].[O-2].[O-2].[Cr+6]>[CH2:1]([O:3][C:4]1[C:5]([O:26][C:27](=[O:29])[CH3:28])=[CH:6][C:7]2[C:8](=[O:32])[CH2:9][C@@H:10]3[C@@H:19]([C:20]=2[CH:21]=1)[CH2:18][CH2:17][C@@:15]1([CH3:16])[C@H:11]3[CH2:12][CH2:13][C@@H:14]1[O:22][C:23](=[O:25])[CH3:24])[CH3:2] |f:2.3.4.5|.